From a dataset of the Open Reaction Database (ORD), a public repository of structured organic reaction records. describe an organic reaction: reactants, conditions, products, and yield Reactants: CC(=O)OC(C)(C)C, COC(=O)c1cccc(-c2ncsc2C)c1, [Li]. Yields the product Cc1scnc1-c1cccc(C(=O)CC(=O)OC(C)(C)C)c1. Reaction SMILES: [C:17]([CH3:18])(=[O:19])[O:20][C:21]([CH3:22])([CH3:23])[CH3:24].[CH3:1][O:2][C:3]([c:4]1[cH:5][c:6](-[c:10]2[n:11][cH:12][s:13][c:14]2[CH3:15])[cH:7][cH:8][cH:9]1)=[O:16].[Li:25]>>[C:3]([c:4]1[cH:5][c:6](-[c:10]2[n:11][cH:12][s:13][c:14]2[CH3:15])[cH:7][cH:8][cH:9]1)(=[O:16])[CH2:18][C:17](=[O:19])[O:20][C:21]([CH3:22])([CH3:23])[CH3:24]. The reactants are [OH-].[Na+] (NaOH), BrC1=CC=C(C=C1)C1=C(C=C2C(=N1)N=C(N2COCC[Si](C)(C)C)O[C@@H]2C[C@@H]1OC(OC[C@H]1OC2)C2=CC=CC=C2)Cl (5-(4-bromophenyl)-6-chloro-2-(((4aR,7R,8aS)-2-phenylhexahydropyrano-[3,2-d][1,3]dioxin-7-yl)oxy)-1-((2-(trimethylsilyl)ethoxy)methyl)-1H-imidazo[4,5-b]pyridine), C(=O)O (formic acid), [NH4+].[Cl-] (NH4Cl), OS(=O)(=O)[O-].[K+] (KHSO4). Run in CCOC(=O)C (EtOAc). Conditions: temperature 50 celsius, time 10 minute. Product: BrC1=CC=C(C=C1)C1=C(C=C2C(=N1)N=C(N2)O[C@@H]2C[C@@H]([C@H](OC2)CO)O)Cl ((2R,3S,5R)-5-((5-(4-bromophenyl)-6-chloro-1H-imidazo[4,5-b]pyridin-2-yl)oxy)-2-(hydroxymethyl)tetrahydro-2H-pyran-3-ol). Reaction SMILES: [Br:1][C:2]1[CH:7]=[CH:6][C:5]([C:8]2[N:13]=[C:12]3[N:14]=[C:15]([O:25][C@H:26]4[CH2:35][O:34][C@H:33]5[C@@H:28]([O:29]C(C6C=CC=CC=6)[O:31][CH2:32]5)[CH2:27]4)[N:16](COCC[Si](C)(C)C)[C:11]3=[CH:10][C:9]=2[Cl:42])=[CH:4][CH:3]=1.C(O)=O.OS([O-])(=O)=O.[K+].[OH-].[Na+].[NH4+].[Cl-]>CCOC(C)=O>[Br:1][C:2]1[CH:7]=[CH:6][C:5]([C:8]2[N:13]=[C:12]3[N:14]=[C:15]([O:25][C@H:26]4[CH2:35][O:34][C@H:33]([CH2:32][OH:31])[C@@H:28]([OH:29])[CH2:27]4)[NH:16][C:11]3=[CH:10][C:9]=2[Cl:42])=[CH:4][CH:3]=1 |f:2.3,4.5,6.7|. Procedure details: 5-(4-bromophenyl)-6-chloro-2-(((4aR,7R,8aS)-2-phenylhexahydropyrano-[3,2-d][1,3]dioxin-7-yl)oxy)-1-((2-(trimethylsilyl)ethoxy)methyl)-1H-imidazo[4,5-b]pyridine (1.5 g, 2.229 mmol) was dissolved in formic acid (30 ml, 782 mmol) and aqueous saturated KHSO4 (2 mL). The reaction was heated to 50° C. overnight, then diluted with EtOAc, followed by the addition of 3M NaOH until a pH of ˜13 was reached. After stirring 10 min at rt, saturated NH4Cl was added until a pH of ˜7 was reached. The aqueous pha... Reactants: C(C)OC(=O)C1=C(C2=C(NC1=O)C=CS2)O (6-ethoxycarbonyl-7-hydroxy-thieno[3,2-b]pyridin-5(4H)-one), CC(C)(C#C)N (1,1-dimethylpropargylamine). Run in CCO (EtOH). The product is CC(C#C)(C)NC(=O)C1=C(C2=C(NC1=O)C=CS2)O (6- [(1,1-Dimethylpropinyl-)aminocarbonyl-]-7-hydroxy-thieno[3,2-b]pyridin-5(4H)-one). Reaction SMILES: C(O[C:4]([C:6]1[C:11](=[O:12])[NH:10][C:9]2[CH:13]=[CH:14][S:15][C:8]=2[C:7]=1[OH:16])=[O:5])C.[CH3:17][C:18]([NH2:22])([C:20]#[CH:21])[CH3:19]>CCO>[CH3:17][C:18]([NH:22][C:4]([C:6]1[C:11](=[O:12])[NH:10][C:9]2[CH:13]=[CH:14][S:15][C:8]=2[C:7]=1[OH:16])=[O:5])([CH3:19])[C:20]#[CH:21]. Procedure details: 3.1 g (13 mmol) of 6-ethoxycarbonyl-7-hydroxy-thieno[3,2-b]pyridin-5(4H)-one and 1.3 g (1.2 eq.) of 1,1-dimethylpropargylamine in 80 ml of EtOH were stirred for 8 hours at 150° C. in an autoclave. The solvent was removed under reduced pressure and the solid residue was stirred with diethyl ether. The solid was filtered off and purified chromatographically (silica gel, methylene chloride/methanol=8/1). The reactants are [OH-].[K+] (KOH), FC1=C(C=CC(=C1)C1=NC=NC(=C1)NC[C@@H](C1=CC=CC=C1)O)C(C)=O (1-[2-fluoro-4-(6-{[(2R)-2-hydroxy-2-phenyl-ethyl]amino}-pyrimidin-4-yl)-phenyl]ethanone), Cl.NO (hydroxylamine hydrochloride), [OH-].[K+] (KOH), C(C)(C)O (isopropanol). Solvent: O (water), O (water). Reaction conditions: temperature 90 celsius. Yields the product CC1=NOC2=C1C=CC(=C2)C2=CC(=NC=N2)NC[C@H](O)C2=CC=CC=C2 ((1R)-2-{[6-(3-Methyl-1,2-benzisoxazol-6-yl)pyrimidin-4-yl]amino}-1-phenylethanol). The yield is 27.7%. As a reaction SMILES: F[C:2]1[CH:7]=[C:6]([C:8]2[CH:13]=[C:12]([NH:14][CH2:15][C@H:16]([OH:23])[C:17]3[CH:22]=[CH:21][CH:20]=[CH:19][CH:18]=3)[N:11]=[CH:10][N:9]=2)[CH:5]=[CH:4][C:3]=1[C:24](=O)[CH3:25].Cl.[NH2:28][OH:29].[OH-].[K+].C(O)(C)C>O>[CH3:25][C:24]1[C:3]2[CH:4]=[CH:5][C:6]([C:8]3[N:9]=[CH:10][N:11]=[C:12]([NH:14][CH2:15][C@@H:16]([C:17]4[CH:22]=[CH:21][CH:20]=[CH:19][CH:18]=4)[OH:23])[CH:13]=3)=[CH:7][C:2]=2[O:29][N:28]=1 |f:1.2,3.4|. Procedure details: A mixture of 1-[2-fluoro-4-(6-{[(2R)-2-hydroxy-2-phenyl-ethyl]amino}-pyrimidin-4-yl)-phenyl]ethanone (88 mg, 0.25 mmol), hydroxylamine hydrochloride (41 mg, 0.60 mmol), KOH (85% aq., 0.158 mL), isopropanol (0.5 mL) and water (0.5 mL) was heated in a sealed tube at 90° C. for 10 h. An additional amount of KOH (85% aq., 2.38 mmol) was added and the temperature increased to 120° C. for an additional 21 h. The reaction mixture was diluted with water (5 mL) and extracted with DCM (5 mL×3). The combin...